From a dataset of the Open Reaction Database (ORD), a public repository of structured organic reaction records. describe an organic reaction: reactants, conditions, products, and yield Reactants: C=CCOC(=O)C1=C(SC2CC(CCn3cnc(CC(N)=O)c3)N(C(=O)OCC=C)C2)C(C)C2C(C(C)O)C(=O)N12, CI, CC(C)=O. The product is C=CCOC(=O)C1=C(SC2CC(CC[n+]3cc(CC(N)=O)n(C)c3)N(C(=O)OCC=C)C2)C(C)C2C(C(C)O)C(=O)N12, [I-]. Reaction SMILES: [CH2:1]([CH:2]=[CH2:3])[O:4][C:5](=[O:6])[N:7]1[CH:8]([CH2:31][CH2:32][n:33]2[cH:34][n:35][c:36]([CH2:38][C:39]([NH2:40])=[O:41])[cH:37]2)[CH2:9][CH:10]([S:12][C:13]2=[C:14]([C:25](=[O:26])[O:27][CH2:28][CH:29]=[CH2:30])[N:15]3[C:16](=[O:24])[CH:17]([CH:21]([CH3:22])[OH:23])[CH:18]3[CH:19]2[CH3:20])[CH2:11]1.[CH3:42][I:43].[CH3:44][C:45](=[O:46])[CH3:47]>>[CH2:1]([CH:2]=[CH2:3])[O:4][C:5](=[O:6])[N:7]1[CH:8]([CH2:31][CH2:32][n+:33]2[cH:34][n:35]([CH3:42])[c:36]([CH2:38][C:39]([NH2:40])=[O:41])[cH:37]2)[CH2:9][CH:10]([S:12][C:13]2=[C:14]([C:25](=[O:26])[O:27][CH2:28][CH:29]=[CH2:30])[N:15]3[C:16](=[O:24])[CH:17]([CH:21]([CH3:22])[OH:23])[CH:18]3[CH:19]2[CH3:20])[CH2:11]1.[I-:43]. Reactants: [BH3-]C#N, CC(=O)[O-], CO, [NH4+], [Na+], O=C1CCCc2occc21. Product: NC1CCCc2occc21. Reaction SMILES: [C:16](#[N:17])[BH3-:18].[CH3:12][C:13](=[O:14])[O-:15].[CH3:20][OH:21].[NH4+:11].[Na+:19].[o:1]1[cH:2][cH:3][c:4]2[c:5]1[CH2:6][CH2:7][CH2:8][C:9]2=[O:10]>>[o:1]1[cH:2][cH:3][c:4]2[c:5]1[CH2:6][CH2:7][CH2:8][CH:9]2[NH2:17]. Starting materials: C=C1CCc2cc(Br)ccc21, CC[Zn]CC, O=C(O)C(F)(F)F. The product is Brc1ccc2c(c1)CCC21CC1. Reaction SMILES: [Br:13][c:14]1[cH:15][c:16]2[c:20]([cH:21][cH:22]1)[C:19](=[CH2:23])[CH2:18][CH2:17]2.[CH2:1]([Zn:2][CH2:3][CH3:4])[CH3:5].[OH:6][C:7]([C:8]([F:9])([F:10])[F:11])=[O:12]>>[CH2:1]1[C:19]2([CH2:18][CH2:17][c:16]3[cH:15][c:14]([Br:13])[cH:22][cH:21][c:20]32)[CH2:23]1. Reactants: N#CCCCCC#N, [H][H], CCC(N)CCN, [Ni]. Yields the product CCC1CCNC(CCCCC#N)N1. Reaction SMILES: [C:8]([CH2:9][CH2:10][CH2:11][CH2:12][C:13]#[N:14])#[N:15].[H:16][H:17].[NH2:1][CH2:2][CH2:3][CH:4]([CH2:5][CH3:6])[NH2:7].[Ni:18]>>[NH:1]1[CH2:2][CH2:3][CH:4]([CH2:5][CH3:6])[NH:7][CH:8]1[CH2:9][CH2:10][CH2:11][CH2:12][C:13]#[N:14]. Starting materials: ClC=1C=C2N=C3C=CC(=CC3=C(C2=CC1)Cl)OC (6,9-dichloro-2-methoxyacridine), C(C)N(CCCCNC)CC (N1,N1-diethyl-N4-methylbutane-1,4-diamine). Product: ClC=1C=C2N=C3C=CC(=CC3=C(C2=CC1)N(CCCCN(CC)CC)C)OC (N1-(6-Chloro-2-methoxyacridin-9-yl)-N4,N4-diethyl-N1-methylbutane-1,4-diamine). Reaction SMILES: [Cl:1][C:2]1[CH:3]=[C:4]2[C:13](=[CH:14][CH:15]=1)[C:12](Cl)=[C:11]1[C:6]([CH:7]=[CH:8][C:9]([O:17][CH3:18])=[CH:10]1)=[N:5]2.[CH2:19]([N:21]([CH2:28][CH3:29])[CH2:22][CH2:23][CH2:24][CH2:25][NH:26][CH3:27])[CH3:20]>>[Cl:1][C:2]1[CH:3]=[C:4]2[C:13](=[CH:14][CH:15]=1)[C:12]([N:26]([CH3:27])[CH2:25][CH2:24][CH2:23][CH2:22][N:21]([CH2:28][CH3:29])[CH2:19][CH3:20])=[C:11]1[C:6]([CH:7]=[CH:8][C:9]([O:17][CH3:18])=[CH:10]1)=[N:5]2. Reported procedure: Following the general procedure of Example 1 and making non-critical variations but using 6,9-dichloro-2-methoxyacridine and N1,N1-diethyl-N4-methylbutane-1,4-diamine, the title compound was obtained; MS (Found M+1=400). The reactants are O=C(O)c1cc(C(F)(F)F)nn1-c1ncccc1Cl, O=C(Cl)C(=O)Cl, ClCCl, CN(C)C=O. The product is O=C(Cl)c1cc(C(F)(F)F)nn1-c1ncccc1Cl. As a reaction SMILES: [Cl:1][c:2]1[c:3](-[n:8]2[n:9][c:10]([C:16]([F:17])([F:18])[F:19])[cH:11][c:12]2[C:13](=[O:14])[OH:15])[n:4][cH:5][cH:6][cH:7]1.[Cl:20][C:21]([C:22]([Cl:23])=[O:24])=[O:25].[Cl:31][CH2:32][Cl:33].[O:26]=[CH:27][N:28]([CH3:29])[CH3:30]>>[Cl:1][c:2]1[c:3](-[n:8]2[n:9][c:10]([C:16]([F:17])([F:18])[F:19])[cH:11][c:12]2[C:13](=[O:14])[Cl:20])[n:4][cH:5][cH:6][cH:7]1. The reactants are CC(C)(C)NC(=O)NC(=S)Nc1c(Cl)cccc1Cl, Cl. Yields the product NC(=O)NC(=S)Nc1c(Cl)cccc1Cl. Reaction SMILES: [Cl:1][c:2]1[c:3]([NH:9][C:10](=[S:11])[NH:12][C:13]([NH:14][C:15]([CH3:16])([CH3:17])[CH3:18])=[O:19])[c:4]([Cl:8])[cH:5][cH:6][cH:7]1.[ClH:20]>>[Cl:1][c:2]1[c:3]([NH:9][C:10](=[S:11])[NH:12][C:13]([NH2:14])=[O:19])[c:4]([Cl:8])[cH:5][cH:6][cH:7]1. Reactants: IC=1C=C(N)C=CC1 (3-iodoaniline), CN1N=C(C=C1C(=O)Cl)C (1,3-dimethylpyrazole-5-carbonyl chloride). Run in N1=CC=CC=C1 (pyridine), ClCCCl (1,2-dichloroethane). Reaction conditions: time 30 minute. The product is IC=1C=C(C=CC1)NC(=O)C1=CC(=NN1C)C (N-(3-iodophenyl)-1,3-dimethyl-1H-pyrazole-5-carboxamide), white needles. Yield: 80.0%. Reaction SMILES: [I:1][C:2]1[CH:3]=[C:4]([CH:6]=[CH:7][CH:8]=1)[NH2:5].[CH3:9][N:10]1[C:14]([C:15](Cl)=[O:16])=[CH:13][C:12]([CH3:18])=[N:11]1>N1C=CC=CC=1.ClCCCl>[I:1][C:2]1[CH:3]=[C:4]([NH:5][C:15]([C:14]2[N:10]([CH3:9])[N:11]=[C:12]([CH3:18])[CH:13]=2)=[O:16])[CH:6]=[CH:7][CH:8]=1. Procedure details: To a solution of 3-iodoaniline (131 mg, 0.60 mmol) in 1.5 ml pyridine at room temperature was added over 2 minutes a solution of 1,3-dimethylpyrazole-5-carbonyl chloride (79 mg, 0.50 mmol) in 0.3 ml 1,2-dichloroethane. The reaction was stirred at room temperature for 30 minutes, quenched into a NaHCO3 solution, and extracted into EtOAc. The EtOAc solution was washed with NaHCO3 solution, brine, dried with anhydrous Na2SO4 and rotary evaporated. The resultant gummy solid was recrystallized from h... Starting materials: C(C)OC(=O)C1=C(N(C(=C1Br)C1=CC=C(C=C1)F)C1=CC=CC=C1)CBr (4-bromo-2-bromomethyl-5-(4-fluoro-phenyl)-1-phenyl-1H-pyrrole-3-carboxylic acid ethyl ester), C(C)OC(=O)C1=C(N(C(=C1)C1=CC=C(C=C1)F)C1=CC=C(C=C1)F)C (1,5-Bis-(4-fluoro-phenyl)-2-methyl-1H-pyrrole-3-carboxylic acid ethyl ester). The product is C(C)OC(=O)C1=C(N(C(=C1Br)C1=CC=C(C=C1)F)C1=CC=C(C=C1)F)CBr (4-Bromo-2-bromomethyl-1,5-bis-(4-fluoro-phenyl)-1H-pyrrole-3-carboxylic acid ethyl ester). Reaction SMILES: [CH2:1]([O:3][C:4]([C:6]1[C:10]([Br:11])=[C:9]([C:12]2[CH:17]=[CH:16][C:15]([F:18])=[CH:14][CH:13]=2)[N:8]([C:19]2[CH:24]=[CH:23][CH:22]=[CH:21][CH:20]=2)[C:7]=1[CH2:25][Br:26])=[O:5])[CH3:2].C(OC(C1C=C(C2C=CC([F:43])=CC=2)N(C2C=CC(F)=CC=2)C=1C)=O)C>>[CH2:1]([O:3][C:4]([C:6]1[C:10]([Br:11])=[C:9]([C:12]2[CH:17]=[CH:16][C:15]([F:18])=[CH:14][CH:13]=2)[N:8]([C:19]2[CH:24]=[CH:23][C:22]([F:43])=[CH:21][CH:20]=2)[C:7]=1[CH2:25][Br:26])=[O:5])[CH3:2]. Procedure: Prepared in analogy to that of 4-bromo-2-bromomethyl-5-(4-fluoro-phenyl)-1-phenyl-1H-pyrrole-3-carboxylic acid ethyl ester from 1,5-Bis-(4-fluoro-phenyl)-2-methyl-1H-pyrrole-3-carboxylic acid ethyl ester. The title compound, ESI MS (m/z): 418 (M−HBr+H+). Starting materials: CC(=O)OC(C)CCCCCl, CS(C)=O, [Cl-], [H-], Cn1c(N)cc(=O)[nH]c1=O, [Na+], [Na+]. RXN SMILES: [C:13]([CH3:14])(=[O:15])[O:16][CH:17]([CH2:18][CH2:19][CH2:20][CH2:21][Cl:22])[CH3:23].[CH3:26][S:27]([CH3:28])=[O:29].[Cl-:25].[H-:1].[NH2:3][c:4]1[cH:5][c:6](=[O:12])[nH:7][c:8](=[O:11])[n:9]1[CH3:10].[Na+:24].[Na+:2]>>[NH2:3][c:4]1[cH:5][c:6](=[O:12])[n:7]([CH2:21][CH2:20][CH2:19][CH2:18][CH:17]([O:16][C:13]([CH3:14])=[O:15])[CH3:23])[c:8](=[O:11])[n:9]1[CH3:10]. The product is CC(=O)OC(C)CCCCn1c(=O)cc(N)n(C)c1=O.